This data is from the Open Reaction Database (ORD), a public repository of structured organic reaction records. The task is: describe an organic reaction: reactants, conditions, products, and yield The solvent is C(Cl)(Cl)Cl (chloroform), C1CCCCC1 (cyclohexane). Isolated yield 54.3%. The reactants are OCCCCC=1C=C(OCC(=O)OC)C=CC1 (methyl 3-(4-hydroxybutyl)phenoxyacetate), C1(=CC=CC=C1)C(C1=CC=CC=C1)OC(C(Cl)(Cl)Cl)=N (diphenylmethyltrichloroacetoimidate), B(F)(F)F.CCOCC (boron trifluoride etherate). Procedure: To a solution of methyl 3-(4-hydroxybutyl)phenoxyacetate (372 mg) and diphenylmethyltrichloroacetoimidate (771 mg) in chloroform (4 ml) and cyclohexane (8 ml) was added a catalytic amount of boron trifluoride etherate at 0° C. After being stirred for 30 min at 0° C., the mixture was quenched by addition of a saturated aqueous solution of sodium bicarbonate, and extracted with ether. The extract was washed with water and a saturated aqueous solution of sodium chloride, successively, dried over an... The product is C1(=CC=CC=C1)C(OCCCCC=1C=C(OCC(=O)OC)C=CC1)C1=CC=CC=C1 (Methyl 3-(4-diphenylmethyloxybutyl)phenoxyacetate). Conditions: temperature 0 celsius, time 30 minute. As a reaction SMILES: [OH:1][CH2:2][CH2:3][CH2:4][CH2:5][C:6]1[CH:7]=[C:8]([CH:15]=[CH:16][CH:17]=1)[O:9][CH2:10][C:11]([O:13][CH3:14])=[O:12].[C:18]1([CH:24](OC(=N)C(Cl)(Cl)Cl)[C:25]2[CH:30]=[CH:29][CH:28]=[CH:27][CH:26]=2)[CH:23]=[CH:22][CH:21]=[CH:20][CH:19]=1.B(F)(F)F.CCOCC>C(Cl)(Cl)Cl.C1CCCCC1>[C:18]1([CH:24]([C:25]2[CH:26]=[CH:27][CH:28]=[CH:29][CH:30]=2)[O:1][CH2:2][CH2:3][CH2:4][CH2:5][C:6]2[CH:7]=[C:8]([CH:15]=[CH:16][CH:17]=2)[O:9][CH2:10][C:11]([O:13][CH3:14])=[O:12])[CH:23]=[CH:22][CH:21]=[CH:20][CH:19]=1 |f:2.3|. Starting materials: BrC(c1ccccc1)c1ccccc1, O=C1CN(Cc2ccccc2)C(=O)CN1Cc1ccccc1, C[Si](C)(C)[N-][Si](C)(C)C, CN(C)C=O, [Li+], C1CCOC1. The product is O=C1C(C(c2ccccc2)c2ccccc2)N(Cc2ccccc2)C(=O)CN1Cc1ccccc1. RXN SMILES: [Br:33][CH:34]([c:35]1[cH:36][cH:37][cH:38][cH:39][cH:40]1)[c:41]1[cH:42][cH:43][cH:44][cH:45][cH:46]1.[CH2:11]([c:12]1[cH:13][cH:14][cH:15][cH:16][cH:17]1)[N:18]1[C:19](=[O:32])[CH2:20][N:21]([CH2:25][c:26]2[cH:27][cH:28][cH:29][cH:30][cH:31]2)[C:22](=[O:24])[CH2:23]1.[CH3:1][Si:2]([N-:3][Si:4]([CH3:5])([CH3:6])[CH3:7])([CH3:8])[CH3:9].[CH3:52][N:53]([CH3:54])[CH:55]=[O:56].[Li+:10].[O:47]1[CH2:48][CH2:49][CH2:50][CH2:51]1>>[CH2:11]([c:12]1[cH:13][cH:14][cH:15][cH:16][cH:17]1)[N:18]1[C:19](=[O:32])[CH2:20][N:21]([CH2:25][c:26]2[cH:27][cH:28][cH:29][cH:30][cH:31]2)[C:22](=[O:24])[CH:23]1[CH:34]([c:35]1[cH:36][cH:37][cH:38][cH:39][cH:40]1)[c:41]1[cH:42][cH:43][cH:44][cH:45][cH:46]1. Reactants: [N+](=O)([O-])C1=CC=C(C[C@]2(C(=C(N3[C@H]2[C@H](C3=O)[C@@H](C)O)C(=O)[O-])SC3CN(C3)C=3SC=C(N3)CNC(=O)C=3OC=CC3)C)C=C1.[Na+].O1C(=CC=C1)C(=O)NCC=1N=C(SC1)N1CC(C1)SC=1[C@@H]([C@H]3N(C1C(=O)O)C([C@@H]3[C@@H](C)O)=O)C ((1R,5S,6S)-2-(1-{4-[(furan-2-carbonylamino)methyl]-1,3-thiazol-2-yl}azetidin-3-yl)thio-6-[(R)-1-hydroxyethyl]-1-methylcarbapen-2-em-3-carboxylic acid sodium salt p-Nitrobenzyl (1R,5S,6S)-2-(1-{4-[(furan-2-carbonylamino)methyl]-1,3-thiazol-2-yl}azetidin-3-yl)thio-6-[(R)-1-hydroxyethyl]-1-methylcarbapen-2-em-3-carboxylate). Run in O1CCCC1 (tetrahydrofuran). Run at time 2 hour. The product is [Na+].O1C(=CC=C1)C(=O)NCC=1N=C(SC1)N1CC(C1)SC=1[C@@H]([C@H]2N(C1C(=O)[O-])C([C@@H]2[C@@H](C)O)=O)C ((1R,5S,6S)-2-(1-{4-[(furan-2-carbonylamino)methyl]-1,3-thiazol-2-yl}azetidin-3-yl)thio-6-[(R)-1-hydroxyethyl]-1-methylcarbapen-2-em-3-carboxylic acid sodium salt). Yield: 41.4%. RXN SMILES: [N+](C1C=CC([CH2:8][C@:9]2(C)[C@@H:13]3[C@@H:14]([C@H:17]([OH:19])[CH3:18])[C:15](=[O:16])[N:12]3[C:11]([C:20]([O-:22])=[O:21])=[C:10]2[S:23][CH:24]2[CH2:27][N:26]([C:28]3[S:29][CH:30]=[C:31]([CH2:33][NH:34][C:35]([C:37]4[O:38][CH:39]=[CH:40][CH:41]=4)=[O:36])[N:32]=3)[CH2:25]2)=CC=1)([O-])=O.[Na+:45].O1C=CC=C1C(NCC1N=C(N2CC(SC3[C@H](C)[C@@H]4[C@@H]([C@H](O)C)C(=O)N4C=3C(O)=O)C2)SC=1)=O>O1CCCC1>[Na+:45].[O:38]1[CH:39]=[CH:40][CH:41]=[C:37]1[C:35]([NH:34][CH2:33][C:31]1[N:32]=[C:28]([N:26]2[CH2:27][CH:24]([S:23][C:10]3[C@H:9]([CH3:8])[C@@H:13]4[C@@H:14]([C@H:17]([OH:19])[CH3:18])[C:15](=[O:16])[N:12]4[C:11]=3[C:20]([O-:22])=[O:21])[CH2:25]2)[S:29][CH:30]=1)=[O:36] |f:0.1.2,4.5|. Procedure: (1R,5S,6S)-2-(1-{4-[(furan-2-carbonylamino)methyl]-1,3-thiazol-2-yl}azetidin-3-yl)thio-6-[(R)-1-hydroxyethyl]-1-methylcarbapen-2-em-3-carboxylic acid sodium salt p-Nitrobenzyl (1R,5S,6S)-2-(1-{4-[(furan-2-carbonylamino)methyl]-1,3-thiazol-2-yl}azetidin-3-yl)thio-6-[(R)-1-hydroxyethyl]-1-methylcarbapen-2-em-3-carboxylate (640 mg,1.00 mmol) (obtained as described in Example 72(1)) in a mixture of tetrahydrofuran (32 ml) and distilled water (32 ml) was subjected to catalytic hydrogenation in the pr... The reactants are C1(CC1)COC(=O)SC1C(C(N1C(C(=O)OCC1=CC=C(C=C1)[N+](=O)[O-])=C(CBr)N1CCOCC1)=O)NC(COC1=CC=CC=C1)=O (p-nitrobenzyl α-[4-cyclopropylmethoxycarbonylthio-3-phenoxyacetamido-2-oxoazetidin-1-yl]-α-[2-bromo-1-(morpholin-4-yl)ethylidene]acetate), [Cl-].[Al+3].[Cl-].[Cl-] (aluminum chloride), CO (methanol), Cl (hydrochloric acid). The solvent is C(Cl)Cl (methylene chloride), C(Cl)Cl (methylene chloride), ice water, ice water. Run at time 50 minute. Product: OC=1CS[C@H]2N(C1C(=O)OCC1=CC=C(C=C1)[N+](=O)[O-])C(C2NC(COC2=CC=CC=C2)=O)=O (p-nitrobenzyl 3-hydroxy-7-phenoxyacetamido-3-cephem-4-carboxylate). Yield: 63.0%. RXN SMILES: C1(CO[C:6]([S:8][CH:9]2[N:12]([C:13](=C(N3CCOCC3)CBr)[C:14]([O:16][CH2:17][C:18]3[CH:23]=[CH:22][C:21]([N+:24]([O-:26])=[O:25])=[CH:20][CH:19]=3)=[O:15])[C:11](=[O:36])[CH:10]2[NH:37][C:38](=[O:47])[CH2:39][O:40][C:41]2[CH:46]=[CH:45][CH:44]=[CH:43][CH:42]=2)=O)CC1.[Cl-].[Al+3].[Cl-].[Cl-].[CH3:52][OH:53].Cl>C(Cl)Cl>[OH:53][C:52]1[CH2:6][S:8][C@@H:9]2[CH:10]([NH:37][C:38](=[O:47])[CH2:39][O:40][C:41]3[CH:46]=[CH:45][CH:44]=[CH:43][CH:42]=3)[C:11](=[O:36])[N:12]2[C:13]=1[C:14]([O:16][CH2:17][C:18]1[CH:23]=[CH:22][C:21]([N+:24]([O-:26])=[O:25])=[CH:20][CH:19]=1)=[O:15] |f:1.2.3.4|. Procedure: To a solution of p-nitrobenzyl α-[4-cyclopropylmethoxycarbonylthio-3-phenoxyacetamido-2-oxoazetidin-1-yl]-α-[2-bromo-1-(morpholin-4-yl)ethylidene]acetate (151 mg) in methylene chloride (1.5 ml) is added aluminum chloride (42 mg), and the mixture is stirred for 50 minutes under ice cooling. The mixture is diluted with ice water (2 ml), stirred for 5 minutes, and stirred with a mixture (15 ml) of methanol and methylene chloride (5:1) after addition of 10% hydrochloric acid (3 ml) at room temperatu... Reactants: CC(C)(C)OC(=O)N1CC(F)(F)CC1CO, CCOC(C)=O, ClCCl. The product is CC(C)(C)OC(=O)N1CC(F)(F)CC1C=O. RXN SMILES: [C:1]([CH3:2])([CH3:3])([CH3:4])[O:5][C:6](=[O:7])[N:8]1[CH:9]([CH2:15][OH:16])[CH2:10][C:11]([F:13])([F:14])[CH2:12]1.[CH3:20][CH2:21][O:22][C:23]([CH3:24])=[O:25].[Cl:17][CH2:18][Cl:19]>>[C:1]([CH3:2])([CH3:3])([CH3:4])[O:5][C:6](=[O:7])[N:8]1[CH:9]([CH:15]=[O:16])[CH2:10][C:11]([F:13])([F:14])[CH2:12]1. Starting materials: C[O-].[Na+] (sodium methoxide), Cl (hydrochloric acid), COC(C=1C(C(=O)O)=C(C(=C(C1F)F)F)F)=O (3,4,5,6-tetrafluorophthalic acid-monomethyl ester). Run in CO (methanol), CO (methanol). Run at time 1 hour. The product is COC(C=1C(C(=O)O)=C(C(=C(C1F)F)OC)F)=O (4-methoxy-3,5,6-trifluorophthalic acid-1-methyl ester). The yield is 87.2%. RXN SMILES: [CH3:1][O:2][C:3](=[O:17])[C:4]1[C:5](=[C:9]([F:16])[C:10](F)=[C:11]([F:14])[C:12]=1[F:13])[C:6]([OH:8])=[O:7].[CH3:18][O-:19].[Na+].Cl>CO>[CH3:1][O:2][C:3](=[O:17])[C:4]1[C:5](=[C:9]([F:16])[C:10]([O:19][CH3:18])=[C:11]([F:14])[C:12]=1[F:13])[C:6]([OH:8])=[O:7] |f:1.2|. Reported procedure: Into a 100 ml glass reactor equipped with a reflux condenser, a stirrer and a dropping funnel, 20 ml of a methanol solution of 10 g (0.0397 mol) of the 3,4,5,6-tetrafluorophthalic acid-monomethyl ester prepared in Example 14, was charged. Then, 44.9 g (0.0833 mol) of a 10% methanol solution of sodium methoxide was dropwise added thereto. The mixture was stirred for one hour under reflux. After completion of the reaction, the reaction mixture was neutralized with a 10% hydrochloric acid aqueous s... Procedure: To a mixture of ethyl-4-(4-cyanophenyl)-1-piperazine carboxylate (10 g), sodium borohydride (3.4 g), and tetrahydrofuran (50 mL) was added a mixture of iodine (9.8 g) and tetrahydrofuran (50 mL) under a nitrogen gas flow while ice-cooling, followed by stirring at the same temperature for 1 hour, and then further heating and refluxing for 3 hours. The reaction solution was ice-cooled and a 6 M hydrochloric acid solution was added thereto to adjust the pH to 1. The reaction solution was stirred at... Reaction SMILES: [CH2:1]([O:3][C:4]([N:6]1[CH2:11][CH2:10][N:9]([C:12]2[CH:17]=[CH:16][C:15]([C:18]#[N:19])=[CH:14][CH:13]=2)[CH2:8][CH2:7]1)=[O:5])[CH3:2].[BH4-].[Na+].II.Cl.[OH-].[Na+]>O1CCCC1>[CH2:1]([O:3][C:4]([N:6]1[CH2:11][CH2:10][N:9]([C:12]2[CH:17]=[CH:16][C:15]([CH2:18][NH2:19])=[CH:14][CH:13]=2)[CH2:8][CH2:7]1)=[O:5])[CH3:2] |f:1.2,5.6|. The product is C(C)OC(=O)N1CCN(CC1)C1=CC=C(C=C1)CN (ethyl-4-[4-(aminomethyl)phenyl]-1-piperazine carboxylate). Conditions: time 1 hour. Reactants: C(C)OC(=O)N1CCN(CC1)C1=CC=C(C=C1)C#N (ethyl-4-(4-cyanophenyl)-1-piperazine carboxylate), [BH4-].[Na+] (sodium borohydride), II (iodine), Cl (hydrochloric acid), [OH-].[Na+] (sodium hydroxide). Yield: 51.2%. Run in O1CCCC1 (tetrahydrofuran), O1CCCC1 (tetrahydrofuran).